Dataset: the Open Reaction Database (ORD), a public repository of structured organic reaction records. Task: describe an organic reaction: reactants, conditions, products, and yield Starting materials: CC(Br)C(=O)c1ccc(F)cc1, O=C([O-])[O-], CC#N, Fc1ccc(C2(C3CCNCC3)OCCO2)cc1, [K+], [K+]. Yields the product CC(C(=O)c1ccc(F)cc1)N1CCC(C2(c3ccc(F)cc3)OCCO2)CC1. RXN SMILES: [Br:1][CH:2]([C:3](=[O:4])[c:5]1[cH:6][cH:7][c:8]([F:11])[cH:9][cH:10]1)[CH3:12].[C:31](=[O:32])([O-:33])[O-:34].[CH3:37][C:38]#[N:39].[F:13][c:14]1[cH:15][cH:16][c:17]([C:20]2([CH:25]3[CH2:26][CH2:27][NH:28][CH2:29][CH2:30]3)[O:21][CH2:22][CH2:23][O:24]2)[cH:18][cH:19]1.[K+:35].[K+:36]>>[CH:2]([C:3](=[O:4])[c:5]1[cH:6][cH:7][c:8]([F:11])[cH:9][cH:10]1)([CH3:12])[N:28]1[CH2:27][CH2:26][CH:25]([C:20]2([c:17]3[cH:16][cH:15][c:14]([F:13])[cH:19][cH:18]3)[O:21][CH2:22][CH2:23][O:24]2)[CH2:30][CH2:29]1. Reactants: C1COCCN1, ClCCl, CS(=O)(=O)OCCCc1[nH]cc(-c2ccc(F)cc2)c1-c1ccncc1. Yields the product Fc1ccc(-c2c[nH]c(CCCN3CCOCC3)c2-c2ccncc2)cc1. As a reaction SMILES: [CH2:27]1[CH2:28][O:29][CH2:30][CH2:31][NH:32]1.[Cl:33][CH2:34][Cl:35].[F:1][c:2]1[cH:3][cH:4][c:5](-[c:8]2[c:9](-[c:21]3[cH:22][cH:23][n:24][cH:25][cH:26]3)[c:10]([CH2:13][CH2:14][CH2:15][O:16][S:17]([CH3:18])(=[O:19])=[O:20])[nH:11][cH:12]2)[cH:6][cH:7]1>>[F:1][c:2]1[cH:3][cH:4][c:5](-[c:8]2[c:9](-[c:21]3[cH:22][cH:23][n:24][cH:25][cH:26]3)[c:10]([CH2:13][CH2:14][CH2:15][N:32]3[CH2:27][CH2:28][O:29][CH2:30][CH2:31]3)[nH:11][cH:12]2)[cH:6][cH:7]1. The reactants are Nc1cc(Br)cn2ccnc12, Cc1c(NC(=O)N2CCCC2)cccc1B1OC(C)(C)C(C)(C)O1, CO, COCCOC, ClCCl, [Na+], [Na+], O=C([O-])[O-], O, c1ccc(P(c2ccccc2)(c2ccccc2)[Pd](P(c2ccccc2)(c2ccccc2)c2ccccc2)(P(c2ccccc2)(c2ccccc2)c2ccccc2)P(c2ccccc2)(c2ccccc2)c2ccccc2)cc1. Reaction SMILES: [Br:1][c:2]1[cH:3][c:4]([NH2:11])[c:5]2[n:6]([cH:7]1)[cH:8][cH:9][n:10]2.[CH3:12][c:13]1[c:14]([NH:28][C:29](=[O:30])[N:31]2[CH2:32][CH2:33][CH2:34][CH2:35]2)[cH:15][cH:16][cH:17][c:18]1[B:19]1[O:20][C:21]([CH3:22])([CH3:23])[C:24]([CH3:25])([CH3:26])[O:27]1.[CH3:42][OH:43].[CH3:47][O:48][CH2:49][CH2:50][O:51][CH3:52].[Cl:44][CH2:45][Cl:46].[Na+:36].[Na+:37].[O-:38][C:39](=[O:40])[O-:41].[OH2:53].[cH:54]1[cH:55][cH:56][c:57]([P:58]([Pd:59]([P:60]([c:61]2[cH:62][cH:63][cH:64][cH:65][cH:66]2)([c:67]2[cH:68][cH:69][cH:70][cH:71][cH:72]2)[c:73]2[cH:74][cH:75][cH:76][cH:77][cH:78]2)([P:79]([c:80]2[cH:81][cH:82][cH:83][cH:84][cH:85]2)([c:86]2[cH:87][cH:88][cH:89][cH:90][cH:91]2)[c:92]2[cH:93][cH:94][cH:95][cH:96][cH:97]2)[P:98]([c:99]2[cH:100][cH:101][cH:102][cH:103][cH:104]2)([c:105]2[cH:106][cH:107][cH:108][cH:109][cH:110]2)[c:111]2[cH:112][cH:113][cH:114][cH:115][cH:116]2)([c:117]2[cH:118][cH:119][cH:120][cH:121][cH:122]2)[c:123]2[cH:124][cH:125][cH:126][cH:127][cH:128]2)[cH:129][cH:130]1>>[c:2]1(-[c:18]2[c:13]([CH3:12])[c:14]([NH:28][C:29](=[O:30])[N:31]3[CH2:32][CH2:33][CH2:34][CH2:35]3)[cH:15][cH:16][cH:17]2)[cH:3][c:4]([NH2:11])[c:5]2[n:6]([cH:7]1)[cH:8][cH:9][n:10]2. Yields the product Cc1c(NC(=O)N2CCCC2)cccc1-c1cc(N)c2nccn2c1. Reactants: OS(=O)(=O)O (H2SO4), C=1(C(=CC=CC1)S(=O)(=O)[O-])C.[Na+] (sodium toluenesulfonate), [H-].[Na+] (NaH), COC=1C=C(C=CC1OC)C=1C(C(NN1)=O)(C)C (5-(3,4-dimethoxyphenyl)-4,4-dimethyl-2,4-dihydro-3H-pyrazol-3-one), COC=1C=C(C=CC1OC)C=1C(C(NN1)=O)(C)C (5-(3,4-dimethoxyphenyl)-4,4-dimethyl-2,4-dihydro-3H-pyrazol-3-one), CC1=CC=C(C=C1)S(=O)(=O)OC1CCN(CC1)C(=O)OC(C)(C)C (tert-butyl 4-{[(4-methylphenyl)sulfonyl]oxy}piperidine-1-carboxylate), CC1=CC=C(C=C1)S(=O)(=O)OC1CCN(CC1)C(=O)OC(C)(C)C (tert-butyl 4-{[(4-methylphenyl)sulfonyl]oxy}piperidine-1-carboxylate). Solvent: C(C)O (ethanol), CN(C)C=O (DMF), CN(C)C=O (DMF). Run at time 30 minute. The product is hydrochloride salt, COC=1C=C(C=CC1OC)C=1C(C(N(N1)C1CCNCC1)=O)(C)C (5-(3,4-Dimethoxyphenyl)-4,4-dimethyl-2-piperidin-4-yl-2,4-dihydro-3H-pyrazol-3-one). RXN SMILES: [H-].[Na+].[CH3:3][O:4][C:5]1[CH:6]=[C:7]([C:13]2[C:14]([CH3:20])([CH3:19])[C:15](=[O:18])[NH:16][N:17]=2)[CH:8]=[CH:9][C:10]=1[O:11][CH3:12].CC1C=CC(S(O[CH:32]2[CH2:37][CH2:36][N:35](C(OC(C)(C)C)=O)[CH2:34][CH2:33]2)(=O)=O)=CC=1.C1(C)C(S([O-])(=O)=O)=CC=CC=1.[Na+].OS(O)(=O)=O>CN(C=O)C.C(O)C>[CH3:3][O:4][C:5]1[CH:6]=[C:7]([C:13]2[C:14]([CH3:20])([CH3:19])[C:15](=[O:18])[N:16]([CH:32]3[CH2:37][CH2:36][NH:35][CH2:34][CH2:33]3)[N:17]=2)[CH:8]=[CH:9][C:10]=1[O:11][CH3:12] |f:0.1,4.5|. Procedure: 20 g NaH (60% in mineral oil) is suspended in 500 ml of dry DMF under a blanket of dry nitrogen. 124 g 5-(3,4-dimethoxyphenyl)-4,4-dimethyl-2,4-dihydro-3H-pyrazol-3-one (compound C1) is added in portions and stirred for an additional 30 min at RT. The solution becomes slightly yellow. 168 g tert-butyl 4-{[(4-methylphenyl)sulfonyl]oxy}piperidine-1-carboxylate (compound E1) in 150 ml of DMF is added in one portion and the mixture is placed in a preheated oil bath (140° C.) and heated for 1.0 hr. T... The reactants are BrC1=CC=C(C=C1)C(CC(=O)C=1C=CC(NC1)=O)CCCC (5-[3-(4-bromo-phenyl)-heptanoyl]-1H-pyridin-2-one), IC (iodomethane), C([O-])([O-])=O.[K+].[K+] (potassium carbonate). The product is BrC1=CC=C(C=C1)C(CC(=O)C=1C=CC(N(C1)C)=O)CCCC (5-[3-(4-Bromo-phenyl)-heptanoyl]-1-methyl-1H-pyridin-2-one). As a reaction SMILES: [Br:1][C:2]1[CH:7]=[CH:6][C:5]([CH:8]([CH2:19][CH2:20][CH2:21][CH3:22])[CH2:9][C:10]([C:12]2[CH:13]=[CH:14][C:15](=[O:18])[NH:16][CH:17]=2)=[O:11])=[CH:4][CH:3]=1.IC.[C:25](=O)([O-])[O-].[K+].[K+]>>[Br:1][C:2]1[CH:3]=[CH:4][C:5]([CH:8]([CH2:19][CH2:20][CH2:21][CH3:22])[CH2:9][C:10]([C:12]2[CH:13]=[CH:14][C:15](=[O:18])[N:16]([CH3:25])[CH:17]=2)=[O:11])=[CH:6][CH:7]=1 |f:2.3.4|. Reported procedure: In analogy to example 161, step 1, 5-[3-(4-bromo-phenyl)-heptanoyl]-1H-pyridin-2-one was reacted with iodomethane in the presence of potassium carbonate to give the title compound as a colorless solid, MS (ESI+): m/z=376.2 [M+H]+. The reactants are C(Br)(Br)(Br)Br (carbon tetrabromide), FC1=CC=C(O[C@H]2C[C@H](CC2)C=O)C=C1 (cis-3-(4-fluorophenoxy)cyclopentanecarbaldehyde), C1(=CC=CC=C1)P(C1=CC=CC=C1)C1=CC=CC=C1 (triphenylphosphine). The reagents and catalysts are [Zn] (zinc). The solvent is C(Cl)Cl (CH2Cl2). Reaction conditions: time 5 hour. The product is BrC(=C[C@@H]1C[C@@H](CC1)OC1=CC=C(C=C1)F)Br (1,1-Dibromo-2-{cis-3-(4-fluorophenoxy)cyclopentyl}ethene). Isolated yield 182.7%. RXN SMILES: C1(P(C2C=CC=CC=2)C2C=CC=CC=2)C=CC=CC=1.[C:20]([Br:24])(Br)(Br)[Br:21].[F:25][C:26]1[CH:39]=[CH:38][C:29]([O:30][C@@H:31]2[CH2:35][CH2:34][C@H:33]([CH:36]=O)[CH2:32]2)=[CH:28][CH:27]=1>C(Cl)Cl.[Zn]>[Br:21][C:20]([Br:24])=[CH:36][C@H:33]1[CH2:34][CH2:35][C@@H:31]([O:30][C:29]2[CH:38]=[CH:39][C:26]([F:25])=[CH:27][CH:28]=2)[CH2:32]1. Reported procedure: To a mixture of zinc dust (4.10 g, 63 mmol) and triphenylphosphine (16.5 g, 63 mmol) in CH2Cl2 (100 ml) was added carbon tetrabromide (20.9 g, 63 mmol). After stirring for 5 h, cis-3-(4-fluorophenoxy)cyclopentanecarbaldehyde (4.00 g, 9.2 mmol) was added to the mixture and the whole stirred overnight at room temperature (Tetrahedron Lett., 1972, 3769). The reaction mixture was filtered through a short colummn of silica gel and the filtrate concentrated in vacuo to afford 6.12 g (85%) of title com... The reactants are C(C)(C)(C)OC(=O)NC(CC(=O)N[C@H]1C(NC2=C(CC1)C=CC=C2)=O)(C)C (3-t-butoxycarbonylamino-3-methyl-N-[2,3,4,5-tetrahydro-2-oxo-1H-1-benzazepin-3(R)-yl]-butanamide), [H-].[Na+] (sodium hydride), [H-].[Na+] (NaH), BrCC1=CC=C(C=C1)C=1C(=CC=CC1)C#N (4'-bromomethyl-1,1'-biphenyl-2-nitrile), [Br-] (bromide). Run in CN(C=O)C (dimethylformamide), CN(C=O)C (dimethylformamide). Run at time 1 hour. Yields the product C(#N)C1=C(C=CC=C1)C1=CC=C(C=C1)CN1C([C@@H](CCC2=C1C=CC=C2)NC(CC(C)(C)NC(OC(C)(C)C)=O)=O)=O (3-[[1-[[2'-Cyano-[1,1'-biphenyl]-4-yl]methyl]-2,3,4,5-tetrahydro-2-oxo-1H-benzazepin-3(R)-yl]amino]-1,1-dimethyl-3-oxopropylcarbamic acid, 1,1-dimethylethyl ester). Yield: 90.2%. RXN SMILES: [C:1]([O:5][C:6]([NH:8][C:9]([CH3:27])([CH3:26])[CH2:10][C:11]([NH:13][C@@H:14]1[CH2:20][CH2:19][C:18]2[CH:21]=[CH:22][CH:23]=[CH:24][C:17]=2[NH:16][C:15]1=[O:25])=[O:12])=[O:7])([CH3:4])([CH3:3])[CH3:2].[H-].[Na+].Br[CH2:31][C:32]1[CH:37]=[CH:36][C:35]([C:38]2[C:39]([C:44]#[N:45])=[CH:40][CH:41]=[CH:42][CH:43]=2)=[CH:34][CH:33]=1.[Br-]>CN(C)C=O>[C:44]([C:39]1[CH:40]=[CH:41][CH:42]=[CH:43][C:38]=1[C:35]1[CH:34]=[CH:33][C:32]([CH2:31][N:16]2[C:17]3[CH:24]=[CH:23][CH:22]=[CH:21][C:18]=3[CH2:19][CH2:20][C@@H:14]([NH:13][C:11](=[O:12])[CH2:10][C:9]([NH:8][C:6](=[O:7])[O:5][C:1]([CH3:4])([CH3:2])[CH3:3])([CH3:27])[CH3:26])[C:15]2=[O:25])=[CH:37][CH:36]=1)#[N:45] |f:1.2|. Procedure: To a solution of 0.83 g (2.21 mmol) of 3-t-butoxycarbonylamino-3-methyl-N-[2,3,4,5-tetrahydro-2-oxo-1H-1-benzazepin-3(R)-yl]-butanamide (Example 57, Step A) in 6 mL of dry dimethylformamide at room temperature under nitrogen was added 97 mg of 60% sodium hydride dispersion in oil (58 mg NaH, 2.43 mmol, 1.1 eq). After stirring for 1 hour, a solution of 780 mg (2.88 mmol, 1.3 eq) of 4'-bromomethyl-1,1'-biphenyl-2-nitrile (Step C) in 2.0 mL of dimethylformamide was added via cannula. The flask whic...